From a dataset of the Open Reaction Database (ORD), a public repository of structured organic reaction records. describe an organic reaction: reactants, conditions, products, and yield Starting materials: CC(C)([O-])C.[K+] (potassium t-butoxide), C(C)(=S)O (thioacetic acid), C(C=C)OC(=O)N1[C@@H](C[C@H](C1)OS(=O)(=O)C)CCC=1N(C=CN1)C ((2R,4R)-1-allyloxycarbonyl-2-[2-(1-methylimidazol-2-yl)ethyl]-4-methanesulfonyloxypyrrolidine), ice water. Run in CN(C=O)C (N,N-dimethylformamide), CN(C=O)C (N,N-dimethylformamide). The product is C(C)(=O)S[C@H]1C[C@H](N(C1)C(=O)OCC=C)CCC=1N(C=CN1)C ((2R,4S)-4-acetylthio-1-allyloxycarbonyl-2-[2-(1-methylimidazol-2-yl)ethyl]pyrrolidine). As a reaction SMILES: CC(C)([O-])C.[K+].[C:7]([OH:10])(=[S:9])[CH3:8].[CH2:11]([O:14][C:15]([N:17]1[CH2:21][C@H:20](OS(C)(=O)=O)[CH2:19][C@H:18]1[CH2:27][CH2:28][C:29]1[N:30]([CH3:34])[CH:31]=[CH:32][N:33]=1)=[O:16])[CH:12]=[CH2:13]>CN(C)C=O>[C:7]([S:9][C@@H:20]1[CH2:21][N:17]([C:15]([O:14][CH2:11][CH:12]=[CH2:13])=[O:16])[C@H:18]([CH2:27][CH2:28][C:29]2[N:30]([CH3:34])[CH:31]=[CH:32][N:33]=2)[CH2:19]1)(=[O:10])[CH3:8] |f:0.1|. Procedure details: To a solution of potassium t-butoxide (2.32 g) in N,N-dimethylformamide (25 ml) was added dropwise thioacetic acid (1.48 ml) with stirring at -10°~-5° C. and the mixture was stirred at -5°~0° C. for 10 minutes. To a solution of (2R,4R)-1-allyloxycarbonyl-2-[2-(1-methylimidazol-2-yl)ethyl]-4-methanesulfonyloxypyrrolidine (5.69 g) in N,N-dimethylformamide (55 ml) was added the mixture obtained above with stirring at ambient temperature. The mixture was stirred at 80°-90° C. for 3 hours. The reacti... Reactants: NC=1C=CC(=C(C1)[C@]1(N=C(OCC1(F)F)N)C)F ((R)-4-(5-amino-2-fluoro-phenyl)-5,5-difluoro-4-methyl-5,6-dihydro-4H-[1,3]oxazin-2-ylamine), ClC=1C=CC(=NC1)C(=O)O (5-chloro-pyridine-2-carboxylic acid). The product is NC=1OCC([C@@](N1)(C)C=1C=C(C=CC1F)NC(=O)C1=NC=C(C=C1)Cl)(F)F (5-Chloro-pyridine-2-carboxylic acid [3-((R)-2-amino-5,5-difluoro-4-methyl-5,6-dihydro-4H-[1,3]oxazin-4-yl)-4-fluoro-phenyl]-amide). RXN SMILES: [NH2:1][C:2]1[CH:3]=[CH:4][C:5]([F:18])=[C:6]([C@:8]2([CH3:17])[C:13]([F:15])([F:14])[CH2:12][O:11][C:10]([NH2:16])=[N:9]2)[CH:7]=1.[Cl:19][C:20]1[CH:21]=[CH:22][C:23]([C:26](O)=[O:27])=[N:24][CH:25]=1>>[NH2:16][C:10]1[O:11][CH2:12][C:13]([F:14])([F:15])[C@:8]([C:6]2[CH:7]=[C:2]([NH:1][C:26]([C:23]3[CH:22]=[CH:21][C:20]([Cl:19])=[CH:25][N:24]=3)=[O:27])[CH:3]=[CH:4][C:5]=2[F:18])([CH3:17])[N:9]=1. Procedure: The condensation of (R)-4-(5-amino-2-fluoro-phenyl)-5,5-difluoro-4-methyl-5,6-dihydro-4H-[1,3]oxazin-2-ylamine (intermediate XI-1) and 5-chloro-pyridine-2-carboxylic acid following procedure I yielded the title compound as a colorless oil. MS (ISP): m/z=399.2 [M+H]+.